Dataset: the Open Reaction Database (ORD), a public repository of structured organic reaction records. Task: describe an organic reaction: reactants, conditions, products, and yield Reactants: CC1CCC2(C)C(=CCC3C4CC(Br)C(=O)C4(C)CCC32)C1, CN(C)C=O, Cl, [Na+], [OH-], O. Yields the product CC1CCC2(C)C(=CCC3C4CC(O)C(=O)C4(C)CCC32)C1. Reaction SMILES: [Br:1][CH:2]1[C:3](=[O:22])[C:4]2([CH3:5])[CH:6]([CH2:7]1)[CH:8]1[CH2:9][CH:10]=[C:11]3[CH2:12][CH:13]([CH3:21])[CH2:14][CH2:15][C:16]3([CH3:17])[CH:18]1[CH2:19][CH2:20]2.[CH3:26][N:27]([CH3:28])[CH:29]=[O:30].[ClH:25].[Na+:24].[OH-:23].[OH2:31]>>[CH:2]1([OH:23])[C:3](=[O:22])[C:4]2([CH3:5])[CH:6]([CH2:7]1)[CH:8]1[CH2:9][CH:10]=[C:11]3[CH2:12][CH:13]([CH3:21])[CH2:14][CH2:15][C:16]3([CH3:17])[CH:18]1[CH2:19][CH2:20]2. The reactants are Cl.N1(CCCC1)C1=NC=CC(=C1)C(=O)O (2-(1-pyrrolidinyl)-4-pyridinecarboxylic acid hydrochloride), ClC(=C(C)C)N(C)C (1-chloro-N,N,2-trimethyl-1-propen-1-amine), N1C=CC2=C(C=CC=C12)C=1C=C(C2=CN(N=C2C1)C1OCCCC1)N (6-(1H-indol-4-yl)-2-(tetrahydro-2H-pyran-2-yl)-2H-indazol-4-amine), CC1=CC=C(C=C1)S(=O)(=O)O (tosic acid), CCN(C(C)C)C(C)C (DIPEA), N (ammonia). The solvent is C1CCOC1 (THF), C1CCOC1 (THF). Run at time 2 hour. Product: N1C=CC2=C(C=CC=C12)C1=CC(=C2C=NNC2=C1)NC(=O)C1=CC(=NC=C1)N1CCCC1 (N-[6-(1H-Indol-4-yl)-1H-indazol-4-yl]-2-(1-pyrrolidinyl)-4-pyridinecarboxamide). The yield is 12.6%. Reaction SMILES: Cl.[N:2]1([C:7]2[CH:12]=[C:11]([C:13]([OH:15])=O)[CH:10]=[CH:9][N:8]=2)[CH2:6][CH2:5][CH2:4][CH2:3]1.ClC(N(C)C)=C(C)C.CCN(C(C)C)C(C)C.[NH:33]1[C:41]2[C:36](=[C:37]([C:42]3[CH:43]=[C:44]([NH2:57])[C:45]4[C:49]([CH:50]=3)=[N:48][N:47](C3CCCCO3)[CH:46]=4)[CH:38]=[CH:39][CH:40]=2)[CH:35]=[CH:34]1.CC1C=CC(S(O)(=O)=O)=CC=1.N>C1COCC1>[NH:33]1[C:41]2[C:36](=[C:37]([C:42]3[CH:50]=[C:49]4[C:45]([CH:46]=[N:47][NH:48]4)=[C:44]([NH:57][C:13]([C:11]4[CH:10]=[CH:9][N:8]=[C:7]([N:2]5[CH2:3][CH2:4][CH2:5][CH2:6]5)[CH:12]=4)=[O:15])[CH:43]=3)[CH:38]=[CH:39][CH:40]=2)[CH:35]=[CH:34]1 |f:0.1|. Procedure details: A solution of 2-(1-pyrrolidinyl)-4-pyridinecarboxylic acid hydrochloride (38 mg, 0.16 mmol, available from Maybridge) in anhydrous THF (2 ml), was treated with 1-chloro-N,N,2-trimethyl-1-propen-1-amine (0.026 ml, 0.2 mmol, available from Acros) and stirred at room temperature under nitrogen for 2 h. The mixture was then treated with anhydrous DIPEA (0.131 ml, 0.75 mmol) followed by a solution of 6-(1H-indol-4-yl)-2-(tetrahydro-2H-pyran-2-yl)-2H-indazol-4-amine (50 mg, 0.15 mmol) in THF (2 ml). T... The product is O=Cc1cccc(-c2nnc(-c3ccc(C(F)(F)F)cc3)o2)c1. Starting materials: CC(C)=O, FC(F)(F)c1ccc(-c2nnc(-c3cccc(C4OCCO4)c3)o2)cc1, O=S(=O)(O)O. As a reaction SMILES: [CH3:32][C:33](=[O:34])[CH3:35].[O:1]1[CH:2]([c:6]2[cH:7][c:8](-[c:12]3[o:13][c:14](-[c:17]4[cH:18][cH:19][c:20]([C:23]([F:24])([F:25])[F:26])[cH:21][cH:22]4)[n:15][n:16]3)[cH:9][cH:10][cH:11]2)[O:5][CH2:4][CH2:3]1.[S:27](=[O:28])(=[O:29])([OH:30])[OH:31]>>[O:1]=[CH:2][c:6]1[cH:7][c:8](-[c:12]2[o:13][c:14](-[c:17]3[cH:18][cH:19][c:20]([C:23]([F:24])([F:25])[F:26])[cH:21][cH:22]3)[n:15][n:16]2)[cH:9][cH:10][cH:11]1.